Dataset: the Open Reaction Database (ORD), a public repository of structured organic reaction records. Task: describe an organic reaction: reactants, conditions, products, and yield Starting materials: ice, S(O)(O)(=O)=O (sulfuric acid), [N+](=O)([O-])C1(CN(CC(CNC1)([N+](=O)[O-])[N+](=O)[O-])N=O)[N+](=O)[O-] (3,3,7,7-Tetranitro-1-nitrosoperhydro-1,5-diazocine), [N+](=O)(O)[O-] (nitric acid), S(O)(O)(=O)=O (sulfuric acid). The product is [N+](=O)([O-])N1CC(CN(CC(C1)([N+](=O)[O-])[N+](=O)[O-])[N+](=O)[O-])([N+](=O)[O-])[N+](=O)[O-] (1,3,3,5,7,7-hexanitroperhydro-1,5-diazocine). Isolated yield 90.0%. RXN SMILES: S(=O)(=O)(O)[OH:2].[N+:6]([C:9]1([N+:25]([O-:27])=[O:26])[CH2:16][NH:15][CH2:14][C:13]([N+:20]([O-:22])=[O:21])([N+:17]([O-:19])=[O:18])[CH2:12][N:11]([N:23]=[O:24])[CH2:10]1)([O-:8])=[O:7].[N+:28]([O-])([OH:30])=[O:29]>>[N+:23]([N:11]1[CH2:12][C:13]([N+:20]([O-:22])=[O:21])([N+:17]([O-:19])=[O:18])[CH2:14][N:15]([N+:28]([O-:30])=[O:29])[CH2:16][C:9]([N+:6]([O-:8])=[O:7])([N+:25]([O-:27])=[O:26])[CH2:10]1)([O-:2])=[O:24]. Procedure details: To 3.4 ml concentrated sulfuric acid at 0°-5° C. in an ice bath was added 0.075 g 3,3,7,7-tetranitro-1-nitrosoperhydro-1,5-diazocine (I). To this was then added a mixture of 0.8 ml nitric acid (90 percent) and 1.4 ml concentrated sulfuric acid. The mixture was stirred in the ice bath for 15 minutes and then was poured onto ice. The solid was filtered off, washed with water, and dried in a vacuum desiccator to give 0.080 g (90 percent) of 1,3,3,5,7,7-hexanitroperhydro-1,5-diazocine. The product w... The reactants are CC(=O)OC1CSC(Oc2cc(Br)ccc2Cl)C(OC(C)=O)C1OC(C)=O, Cc1noc(C)c1I. Product: CC(=O)OC1CSC(Oc2cc(-c3c(C)noc3C)ccc2Cl)C(OC(C)=O)C1OC(C)=O. As a reaction SMILES: [C:1]([CH3:2])(=[O:3])[O:4][CH:5]1[CH:6]([O:7][c:8]2[c:9]([Cl:15])[cH:10][cH:11][c:12]([Br:14])[cH:13]2)[S:16][CH2:17][CH:18]([O:24][C:25]([CH3:26])=[O:27])[CH:19]1[O:20][C:21]([CH3:22])=[O:23].[CH3:28][c:29]1[n:30][o:31][c:32]([CH3:35])[c:33]1[I:34]>>[C:1]([CH3:2])(=[O:3])[O:4][CH:5]1[CH:6]([O:7][c:8]2[c:9]([Cl:15])[cH:10][cH:11][c:12](-[c:33]3[c:29]([CH3:28])[n:30][o:31][c:32]3[CH3:35])[cH:13]2)[S:16][CH2:17][CH:18]([O:24][C:25]([CH3:26])=[O:27])[CH:19]1[O:20][C:21]([CH3:22])=[O:23]. Reactants: OCC(C(=O)OC(C)(C)C)N(CC1=C(C=CC=C1)[N+](=O)[O-])S(=O)(=O)C1=CC=C(C=C1)OC (3-hydroxy-2-[(4-methoxybenzenesulfonyl)-(2-nitrobenzyl)amino]propionic acid, tert-butyl ester), O.O.Cl[Sn]Cl (SnCl2.2H2O). The solvent is CO (methanol). Run at temperature 90 celsius. Product: NC1=C(CN(C(C(=O)OC(C)(C)C)CO)S(=O)(=O)C2=CC=C(C=C2)OC)C=CC=C1 (2-[(2-Aminobenzyl)-(4-methoxybenzenesulfonyl)amino]-3-hydroxypropionic acid, tert-butyl ester). Yield: 53.7%. Reaction SMILES: [OH:1][CH2:2][CH:3]([N:11]([S:22]([C:25]1[CH:30]=[CH:29][C:28]([O:31][CH3:32])=[CH:27][CH:26]=1)(=[O:24])=[O:23])[CH2:12][C:13]1[CH:18]=[CH:17][CH:16]=[CH:15][C:14]=1[N+:19]([O-])=O)[C:4]([O:6][C:7]([CH3:10])([CH3:9])[CH3:8])=[O:5].O.O.Cl[Sn]Cl>CO>[NH2:19][C:14]1[CH:15]=[CH:16][CH:17]=[CH:18][C:13]=1[CH2:12][N:11]([S:22]([C:25]1[CH:26]=[CH:27][C:28]([O:31][CH3:32])=[CH:29][CH:30]=1)(=[O:24])=[O:23])[CH:3]([CH2:2][OH:1])[C:4]([O:6][C:7]([CH3:9])([CH3:8])[CH3:10])=[O:5] |f:1.2.3|. Procedure: A mixture of 0.60 g (1.28 mmol) of 3-hydroxy-2-[(4-methoxybenzenesulfonyl)-(2-nitrobenzyl)amino]propionic acid, tert-butyl ester and 1.45 g (6.45 mmol) of SnCl2.2H2O in 20 ml of methanol was heated in an oil bath at 90° C. for 2 hours. The solvent was removed under vacuum and ethyl acetate added to the residue. The mixture was neutralized with saturated sodium bicarbonate solution and filtered through diatomaceous earth. The ethyl acetate layer was separated and washed with H2O, brine and dried ... Reactants: COCOC1=C(C(=CC=C1)OCOC)C1(CC1)C(=O)OCC (ethyl 1-(2,6-bis{[(methyloxy)methyl]oxy}phenyl)cyclopropanecarboxylate), COCOC1=C(C(=CC=C1)OCOC)C1(CC1)C(=O)OCC (ethyl 1-(2,6-bis{[(methyloxy)methyl]oxy}phenyl)cyclopropanecarboxylate), O (water), [H-].[H-].[H-].[H-].[Li+].[Al+3] (LiAlH4), [H-].[Na+] (NaH), oil, C(OC)Cl (MOM-Cl). Run in C(C)O (ethanol), C1(=CC=CC=C1)C (Toluene). Conditions: temperature 50 celsius, time 8 hour. Product: OCC1(CC1)C1=C(C=CC=C1OCOC)O (2-[1-(hydroxymethyl)cyclopropyl]-3-{[(methyloxy)methyl]oxy}phenol). The yield is 53.9%. Reaction SMILES: [CH3:1][O:2][CH2:3][O:4][C:5]1[CH:10]=[CH:9][CH:8]=[C:7]([O:11]COC)[C:6]=1[C:15]1([C:18](OCC)=[O:19])[CH2:17][CH2:16]1.O.[H-].[Na+].C(Cl)OC.[H-].[H-].[H-].[H-].[Li+].[Al+3]>C(O)C.C1(C)C=CC=CC=1>[OH:19][CH2:18][C:15]1([C:6]2[C:5]([O:4][CH2:3][O:2][CH3:1])=[CH:10][CH:9]=[CH:8][C:7]=2[OH:11])[CH2:16][CH2:17]1 |f:2.3,5.6.7.8.9.10|. Procedure details: To a solution of ethyl 1-(2,6-bis{[(methyloxy)methyl]oxy}phenyl)cyclopropanecarboxylate (Intermediate 82, 490 mg) in ethanol (10 ml) HCl 2N in water (0.789 mL, 1.579 mmol) was added and the reaction mixture was stirred overnight at 50° C. Toluene (20 mL) was added and the combined solvents were removed under reduced pressure. The residue was re-suspended in toluene (20 ml) and the solvent evaporated. The obtained residue was dissolved in dry tetrahydrofuran (20 ml), the mixture was cooled to 0° ... Reactants: CCO, CCNC(=O)C1OC(n2cnc3c(NCC(c4ccccc4)c4ccccc4)nc(C(=O)NCCNC(=O)NCc4ccc(C(=O)OCc5ccccc5)cc4)nc32)C(O)C1O. Yields the product CCNC(=O)C1OC(n2cnc3c(NCC(c4ccccc4)c4ccccc4)nc(C(=O)NCCNC(=O)NCc4ccc(C(=O)O)cc4)nc32)C(O)C1O. RXN SMILES: [CH3:63][CH2:64][OH:65].[c:1]1([CH:7]([CH2:8][NH:9][c:10]2[c:11]3[n:12][cH:13][n:14]([CH:45]4[O:46][CH:47]([C:52](=[O:53])[NH:54][CH2:55][CH3:56])[CH:48]([OH:51])[CH:49]4[OH:50])[c:15]3[n:16][c:17]([C:19](=[O:20])[NH:21][CH2:22][CH2:23][NH:24][C:25](=[O:26])[NH:27][CH2:28][c:29]3[cH:30][cH:31][c:32]([C:33](=[O:34])[O:35][CH2:36][c:37]4[cH:38][cH:39][cH:40][cH:41][cH:42]4)[cH:43][cH:44]3)[n:18]2)[c:57]2[cH:58][cH:59][cH:60][cH:61][cH:62]2)[cH:2][cH:3][cH:4][cH:5][cH:6]1>>[c:1]1([CH:7]([CH2:8][NH:9][c:10]2[c:11]3[n:12][cH:13][n:14]([CH:45]4[O:46][CH:47]([C:52](=[O:53])[NH:54][CH2:55][CH3:56])[CH:48]([OH:51])[CH:49]4[OH:50])[c:15]3[n:16][c:17]([C:19](=[O:20])[NH:21][CH2:22][CH2:23][NH:24][C:25](=[O:26])[NH:27][CH2:28][c:29]3[cH:30][cH:31][c:32]([C:33](=[O:34])[OH:35])[cH:43][cH:44]3)[n:18]2)[c:57]2[cH:58][cH:59][cH:60][cH:61][cH:62]2)[cH:2][cH:3][cH:4][cH:5][cH:6]1. Starting materials: CC1=C(C=CC(=C1)C)N(S(=O)(=O)C1=CC(=C(C=C1)C=C)O)CC(C)C (N-(2,4-dimethylphenyl)-3-hydroxy-N-isobutyl-4-vinylbenzenesulfonamide), ClC=1C=C(C(=O)OO)C=CC1 (meta-chloroperoxybenzoic acid). The solvent is ClCCl (dichloromethane), ClCCl (DCM). Run at temperature 0 celsius, time 30 minute. The product is CC1=C(C=CC(=C1)C)N(S(=O)(=O)C1=CC(=C(C=C1)C1OC1)O)CC(C)C (N-(2,4-dimethylphenyl)-3-hydroxy-N-isobutyl-4-(oxiran-2-yl)benzenesulfonamide). Reaction SMILES: [CH3:1][C:2]1[CH:7]=[C:6]([CH3:8])[CH:5]=[CH:4][C:3]=1[N:9]([CH2:22][CH:23]([CH3:25])[CH3:24])[S:10]([C:13]1[CH:18]=[CH:17][C:16]([CH:19]=[CH2:20])=[C:15]([OH:21])[CH:14]=1)(=[O:12])=[O:11].ClC1C=C(C=CC=1)C(OO)=[O:31]>ClCCl>[CH3:1][C:2]1[CH:7]=[C:6]([CH3:8])[CH:5]=[CH:4][C:3]=1[N:9]([CH2:22][CH:23]([CH3:25])[CH3:24])[S:10]([C:13]1[CH:18]=[CH:17][C:16]([CH:19]2[CH2:20][O:31]2)=[C:15]([OH:21])[CH:14]=1)(=[O:11])=[O:12]. Procedure: To a solution of N-(2,4-dimethylphenyl)-3-hydroxy-N-isobutyl-4-vinylbenzenesulfonamide (100.8 mg, 0.280 mmol) in dichloromethane (DCM) (20 mL) stirred under nitrogen at 0° C. was added meta-chloroperoxybenzoic acid (mCPBA) (194 mg, 1.122 mmol) portionwise. The reaction mixture was stirred at 0° C. for 30 minutes, then for 72 hours at room temperature. DCM (20 mL) was added to the mixture and the organic phase washed with water (20 mL), dried using a hydrophobic frit and concentrated under a stre... Starting materials: C(C(=O)O)(=O)O.C1(=CC=CC=C1)C(=C1CCN(CC1)CCCOC1=CC=CC=C1)C1=CC=CC=C1 (4-(Diphenylmethylene)-1-(3-phenoxypropyl)piperidine oxalate), FC1=CC=C(C=C1)C(O)(C1CCNCC1)C1=CC=C(C=C1)F (α, α-bis(p-fluorophenyl)-4-piperidinemethanol), ClCCCOC1=CC=C(C=C1)C1=CC=CC=C1 (4-(3-chloropropoxy)-1,1'-biphenyl), C([O-])([O-])=O.[Na+].[Na+] (sodium carbonate), [I-].[K+] (potassium iodide). Run in C(CCC)O (1-butanol). Product: C1(=CC=C(C=C1)OCCCN1CCC(CC1)C(O)(C1=CC=C(C=C1)F)C1=CC=C(C=C1)F)C1=CC=CC=C1 (1-[3-([1,1'-Biphenyl]-4-yloxy)propyl]-α,α-bis(4-fluorophenyl)-4-piperidinemethanol). The yield is 68.1%. RXN SMILES: C(O)(=O)C(O)=O.C1(C(C2C=CC=CC=2)=C2CCN(CCCOC3C=CC=CC=3)CC2)C=CC=CC=1.[F:36][C:37]1[CH:42]=[CH:41][C:40]([C:43]([C:51]2[CH:56]=[CH:55][C:54]([F:57])=[CH:53][CH:52]=2)([CH:45]2[CH2:50][CH2:49][NH:48][CH2:47][CH2:46]2)[OH:44])=[CH:39][CH:38]=1.Cl[CH2:59][CH2:60][CH2:61][O:62][C:63]1[CH:68]=[CH:67][C:66]([C:69]2[CH:74]=[CH:73][CH:72]=[CH:71][CH:70]=2)=[CH:65][CH:64]=1.C(=O)([O-])[O-].[Na+].[Na+].[I-].[K+]>C(O)CCC>[C:66]1([C:69]2[CH:70]=[CH:71][CH:72]=[CH:73][CH:74]=2)[CH:65]=[CH:64][C:63]([O:62][CH2:61][CH2:60][CH2:59][N:48]2[CH2:47][CH2:46][CH:45]([C:43]([C:51]3[CH:52]=[CH:53][C:54]([F:57])=[CH:55][CH:56]=3)([C:40]3[CH:41]=[CH:42][C:37]([F:36])=[CH:38][CH:39]=3)[OH:44])[CH2:50][CH2:49]2)=[CH:68][CH:67]=1 |f:0.1,4.5.6,7.8|. Procedure: This compound was prepared according to the procedure used to synthesize the compound of Example 1. A mixture of 3.0 g (0.01 mole) of α, α-bis(p-fluorophenyl)-4-piperidinemethanol, 2.5 g (0.01 mole) of 4-(3-chloropropoxy)-1,1'-biphenyl, 3.7 g (0.035 mole) of anhydrous sodium carbonate and 0.4 g of potassium iodide in 100 ml of 1-butanol gave 3.5 g (69%) of title compound as a white solid, mp 108°-109° C.